The task is: describe an organic reaction: reactants, conditions, products, and yield. This data is from the Open Reaction Database (ORD), a public repository of structured organic reaction records. Starting materials: CC(=O)O, CCO, CC#N, Nc1ccc(Cl)cc1S(N)(=O)=O, [Na], S=C=NCCc1ccccc1. RXN SMILES: [CH3:25][C:26](=[O:27])[OH:28].[CH3:29][CH2:30][OH:31].[CH3:32][C:33]#[N:34].[NH2:13][c:14]1[c:15]([S:21](=[O:22])(=[O:23])[NH2:24])[cH:16][c:17]([Cl:20])[cH:18][cH:19]1.[Na:12].[c:1]1([CH2:7][CH2:8][N:9]=[C:10]=[S:11])[cH:2][cH:3][cH:4][cH:5][cH:6]1>>[c:1]1([CH2:7][CH2:8][NH:9][C:10]2=[N:24][S:21](=[O:22])(=[O:23])[c:15]3[c:14]([cH:19][cH:18][c:17]([Cl:20])[cH:16]3)[NH:13]2)[cH:2][cH:3][cH:4][cH:5][cH:6]1. The product is O=S1(=O)N=C(NCCc2ccccc2)Nc2ccc(Cl)cc21. Starting materials: C(C)(C)(C)OC(N[C@H](CC)C(=O)N1CC(C1)C#N)=O ([(R)-1-(3-cyano-azetidine-1-carbonyl)-propyl]-carbamic acid tert-butyl ester), FC(C(=O)O)(F)F (trifluoroacetic acid). Run in ClCCl (dichloromethane). Run at time 2 hour. Product: FC(C(=O)O)(F)F.N[C@@H](C(=O)N1CC(C1)C#N)CC (1-((R)-2-amino-butyryl)-azetidine-3-carbonitrile trifluoroacetate). Reaction SMILES: C(OC(=O)[NH:7][C@@H:8]([C:11]([N:13]1[CH2:16][CH:15]([C:17]#[N:18])[CH2:14]1)=[O:12])[CH2:9][CH3:10])(C)(C)C.[F:20][C:21]([F:26])([F:25])[C:22]([OH:24])=[O:23]>ClCCl>[F:20][C:21]([F:26])([F:25])[C:22]([OH:24])=[O:23].[NH2:7][C@H:8]([CH2:9][CH3:10])[C:11]([N:13]1[CH2:14][CH:15]([C:17]#[N:18])[CH2:16]1)=[O:12] |f:3.4|. Procedure details: To a solution of [(R)-1-(3-cyano-azetidine-1-carbonyl)-propyl]-carbamic acid tert-butyl ester (200 mg, 0.67 mmol) in dichloromethane (4 ml) was added trifluoroacetic acid (1.8 ml, 23.4 mmol). The reaction mixture was stirred at room temperature for 2 h then concentrated to afford 1-((R)-2-amino-butyryl)-azetidine-3-carbonitrile trifluoroacetate as a light yellow oil which was used without further purification. Product: COc1c(C)c(Cc2ccc(OCc3ccccc3)c(C(=O)N3CCCCC3)c2)c(OC)c(OC)c1OC. Starting materials: ClCCl, C1CCNCC1, CCN=C=NCCCN(C)C, COc1c(C)c(Cc2ccc(OCc3ccccc3)c(C(=O)O)c2)c(OC)c(OC)c1OC, Cl, O. Reaction SMILES: [CH2:19]([Cl:20])[Cl:21].[CH2:1]1[CH2:2][CH2:3][NH:4][CH2:5][CH2:6]1.[CH2:8]([N:9]=[C:10]=[N:11][CH2:12][CH2:13][CH2:14][N:15]([CH3:16])[CH3:17])[CH3:18].[CH3:22][O:23][c:24]1[c:25]([CH3:54])[c:26]([CH2:27][c:28]2[cH:29][cH:30][c:31]([O:37][CH2:38][c:39]3[cH:40][cH:41][cH:42][cH:43][cH:44]3)[c:32]([C:33](=[O:34])[OH:35])[cH:36]2)[c:45]([O:52][CH3:53])[c:46]([O:50][CH3:51])[c:47]1[O:48][CH3:49].[ClH:7].[OH2:55]>>[CH2:1]1[CH2:2][CH2:3][N:4]([C:33]([c:32]2[c:31]([O:37][CH2:38][c:39]3[cH:40][cH:41][cH:42][cH:43][cH:44]3)[cH:30][cH:29][c:28]([CH2:27][c:26]3[c:25]([CH3:54])[c:24]([O:23][CH3:22])[c:47]([O:48][CH3:49])[c:46]([O:50][CH3:51])[c:45]3[O:52][CH3:53])[cH:36]2)=[O:34])[CH2:5][CH2:6]1. Starting materials: C, CO, COC(=O)C=Cc1ccc(N)nc1, [Pd]. Product: COC(=O)CCc1ccc(N)nc1. As a reaction SMILES: [C:16].[CH3:14][OH:15].[CH3:1][O:2][C:3]([CH:4]=[CH:5][c:6]1[cH:7][n:8][c:9]([NH2:12])[cH:10][cH:11]1)=[O:13].[Pd:17]>>[CH3:1][O:2][C:3]([CH2:4][CH2:5][c:6]1[cH:7][n:8][c:9]([NH2:12])[cH:10][cH:11]1)=[O:13]. Reactants: CC(=O)CC(=O)OC(C)(C)C, CC(C)(C)O, COC(=O)C=CC(OC)OC, [F-], [K+]. Yields the product COC(=O)CC(C(OC)OC)C(C(C)=O)C(=O)OC(C)(C)C. Reaction SMILES: [C:14]([CH2:15][C:16](=[O:17])[CH3:18])(=[O:19])[O:20][C:21]([CH3:22])([CH3:23])[CH3:24].[CH3:25][C:26]([OH:27])([CH3:28])[CH3:29].[CH3:3][O:4][CH:5]([CH:6]=[CH:7][C:8](=[O:9])[O:10][CH3:11])[O:12][CH3:13].[F-:1].[K+:2]>>[CH3:3][O:4][CH:5]([CH:6]([CH2:7][C:8](=[O:9])[O:10][CH3:11])[CH:15]([C:14](=[O:19])[O:20][C:21]([CH3:22])([CH3:23])[CH3:24])[C:16](=[O:17])[CH3:18])[O:12][CH3:13]. Reactants: C(C)[NH+](CC)CC (triethylammonium), NC=1C=C2C=CC=C(C2=CC1)S(=O)(=O)O (6-amino-1-naphthalenesulfonic acid), C1(C=2C(C(=O)O1)=CC=CC2)=O (phthalic anhydride), [Na+].NC=1C=C2C=CC=C(C2=CC1)S(=O)(=O)[O-] (6-amino-1-naphthalenesulfonic acid sodium salt). The solvent is N1=CC=CC=C1 (pyridine). Run at time 16 hour. Yields the product [NH+]1=CC=CC=C1.C1(C=2C(C(N1C=1C=C3C=CC=C(C3=CC1)S(=O)(=O)[O-])=O)=CC=CC2)=O (6-phthalimido-1-naphthalenesulfonic acid pyridinium salt). As a reaction SMILES: [NH2:1][C:2]1C=[C:4]2[C:9](=[CH:10][CH:11]=1)C(S(O)(=O)=O)=CC=C2.[C:16]1(=[O:26])[O:21][C:19](=O)[C:18]2=[CH:22][CH:23]=[CH:24][CH:25]=[C:17]12.[Na+].[NH2:28][C:29]1[CH:30]=[C:31]2[C:36](=[CH:37][CH:38]=1)[C:35]([S:39]([O-:42])(=[O:41])=[O:40])=[CH:34][CH:33]=[CH:32]2.C([NH+](CC)CC)C>N1C=CC=CC=1>[NH+:1]1[CH:2]=[CH:11][CH:10]=[CH:9][CH:4]=1.[C:19]1(=[O:21])[N:28]([C:29]2[CH:30]=[C:31]3[C:36](=[CH:37][CH:38]=2)[C:35]([S:39]([O-:42])(=[O:40])=[O:41])=[CH:34][CH:33]=[CH:32]3)[C:16](=[O:26])[C:17]2=[CH:25][CH:24]=[CH:23][CH:22]=[C:18]12 |f:2.3,6.7|. Reported procedure: 223 g (1 mol) of 6-amino-1-naphthalenesulfonic acid and 148 g (1 mol) of phthalic anhydride are boiled for 0.5 h in 1 liter of pyridine. After boiling, the reaction mixture is left at room temperature for 16 h. The precipitated product is filtered and washed with pyridine and water, and then recrystallized from boiling water. Yield 298 g (69%); mp 234°-237° C.; Anal. Calcd. for C23H16N2SO5 :C 63.88, H 3.73, N 6.48, S 7.42; Found:C 63.74, H 3.81, N 6.52, S 6.99. When the 6-phthalimido-1-naphthale... Reactants: FC(S(=O)(=O)OC[C@@H](COCCCCCCCCCCCCCCCC)N=[N+]=[N-])(F)F ((R)-2-azido-3-(hexadecyloxy)propyl trifluoromethanesulfonate), C1=CC=CC=2C3=CC=CC=C3C(C12)COC(=O)N[C@H](C(=O)OC(C)(C)C)CS ((R)-tert-butyl 2-(((9H-fluoren-9-yl)methoxy)carbonylamino)-3-mercaptopropanoate), C(=O)([O-])[O-].[K+].[K+] (K2CO3). Solvent: CCO (EtOH). Reaction conditions: temperature 60 celsius, time 30 minute. Yields the product N(=[N+]=[N-])[C@@H](CSC[C@H](NC(OCC1C2=CC=CC=C2C=2C=CC=CC12)=O)C(=O)OC(C)(C)C)COCCCCCCCCCCCCCCCC ((5R,9R)-tert-butyl 9-azido-1-(9H-fluoren-9-yl)-3-oxo-2,11-dioxa-7-thia-4-azaheptacosane-5-carboxylate). As a reaction SMILES: FC(F)(F)S(O[CH2:7][C@H:8]([N:27]=[N+:28]=[N-:29])[CH2:9][O:10][CH2:11][CH2:12][CH2:13][CH2:14][CH2:15][CH2:16][CH2:17][CH2:18][CH2:19][CH2:20][CH2:21][CH2:22][CH2:23][CH2:24][CH2:25][CH3:26])(=O)=O.[CH:32]1[C:44]2[CH:43]([CH2:45][O:46][C:47]([NH:49][C@@H:50]([CH2:58][SH:59])[C:51]([O:53][C:54]([CH3:57])([CH3:56])[CH3:55])=[O:52])=[O:48])[C:42]3[C:37](=[CH:38][CH:39]=[CH:40][CH:41]=3)[C:36]=2[CH:35]=[CH:34][CH:33]=1.C([O-])([O-])=O.[K+].[K+]>CCO>[N:27]([C@H:8]([CH2:9][O:10][CH2:11][CH2:12][CH2:13][CH2:14][CH2:15][CH2:16][CH2:17][CH2:18][CH2:19][CH2:20][CH2:21][CH2:22][CH2:23][CH2:24][CH2:25][CH3:26])[CH2:7][S:59][CH2:58][C@@H:50]([C:51]([O:53][C:54]([CH3:57])([CH3:56])[CH3:55])=[O:52])[NH:49][C:47](=[O:48])[O:46][CH2:45][CH:43]1[C:44]2[CH:32]=[CH:33][CH:34]=[CH:35][C:36]=2[C:37]2[C:42]1=[CH:41][CH:40]=[CH:39][CH:38]=2)=[N+:28]=[N-:29] |f:2.3.4|. Reported procedure: A mixture of (R)-2-azido-3-(hexadecyloxy)propyl trifluoromethanesulfonate (1 eq), (R)-tert-butyl 2-(((9H-fluoren-9-yl)methoxy)carbonylamino)-3-mercaptopropanoate (8, 2 eq) and K2CO3 (1 eq) in EtOH (0.1 M) was stirred for 30 min at 60° C. The reaction mixture was filtered and washed with DCM. The filtrate was concentrated en vaccuo. The resulting crude was purified by flash chromatography on a COMBIFLASH® system (ISCO) using 0-20% EtOAc/Hex to give (5R,9R)-tert-butyl 9-azido-1-(9H-fluoren-9-yl)-3...